This data is from the Open Reaction Database (ORD), a public repository of structured organic reaction records. The task is: describe an organic reaction: reactants, conditions, products, and yield Reactants: COC1=CC2=C(N=C(S2)N)C=C1 (6-methoxybenzo[d]thiazol-2-amine), C(#N)[Cu] (CuCN). The product is COC1=CC2=C(N=C(S2)C#N)C=C1 (6-methoxybenzo[d]thiazole-2-carbonitrile). The yield is 22.1%. RXN SMILES: [CH3:1][O:2][C:3]1[CH:12]=[CH:11][C:6]2[N:7]=[C:8](N)[S:9][C:5]=2[CH:4]=1.[C:13]([Cu])#[N:14]>>[CH3:1][O:2][C:3]1[CH:12]=[CH:11][C:6]2[N:7]=[C:8]([C:13]#[N:14])[S:9][C:5]=2[CH:4]=1. Procedure: 6-methoxybenzo[d]thiazol-2-amine (9 g, 50 mmol) was reacted with CuCN (8.96 g, 100 mmol) according to the procedure as described in Example 61, Step A to give the title compound as a white solid (2.1 g, 22%). The compound was characterized by the following spectroscopic data: Reactants: OC1(CCCCC1)CCN1C(SCC1=O)CC1=CC=C(C=CC(=O)O)C=C1 (p-{3-[2-(1-Hydroxycyclohexyl)ethyl]-4-oxo-2-thiazolidinylmethyl}cinnamic Acid), [H][H] (hydrogen). Reagents/catalysts: [Pd] (Pd on charcoal). The solvent is C(C)O (ethanol). Yields the product OC1(CCCCC1)CCN1C(SCC1=O)CC1=CC=C(CCC(=O)O)C=C1 (p-{3-[2-(1-Hydroxycyclohexyl)ethyl]-4-oxo-2-thiazolidinylmethyl}hydrocinnamic Acid). Reaction SMILES: [OH:1][C:2]1([CH2:8][CH2:9][N:10]2[C:14](=[O:15])[CH2:13][S:12][CH:11]2[CH2:16][C:17]2[CH:27]=[CH:26][C:20]([CH:21]=[CH:22][C:23]([OH:25])=[O:24])=[CH:19][CH:18]=2)[CH2:7][CH2:6][CH2:5][CH2:4][CH2:3]1.[H][H]>C(O)C.[Pd]>[OH:1][C:2]1([CH2:8][CH2:9][N:10]2[C:14](=[O:15])[CH2:13][S:12][CH:11]2[CH2:16][C:17]2[CH:27]=[CH:26][C:20]([CH2:21][CH2:22][C:23]([OH:25])=[O:24])=[CH:19][CH:18]=2)[CH2:3][CH2:4][CH2:5][CH2:6][CH2:7]1. Procedure: p-{3-[2-(1-Hydroxycyclohexyl)ethyl]-4-oxo-2-thiazolidinylmethyl}cinnamic Acid (7.8 g., 0.02 mole) in ethanol (125 ml.) is hydrogenated over 2.5 g. of a 5% Pd on charcoal catalyst at 1 atmosphere pressure and 27° C. When the theoretical amount (0.02 mole) of hydrogen has been absorbed, the catalyst is filtered off, the solvent evaporated, and the residue chromatographed on silica gel with 4% methanol in chloroform as the eluant. The title compound is obtained as a colorless, viscous oil. Reaction SMILES: [CH3:1][N:2]([C:4]([NH:6][C:7]1[S:8][C:9]([CH:12]2[CH2:15][CH2:14][CH2:13]2)=[N:10][N:11]=1)=[O:5])[NH2:3].[CH2:16]=O.[OH-].[K+]>CO>[CH3:1][N:2]1[C:4](=[O:5])[N:6]([C:7]2[S:8][C:9]([CH:12]3[CH2:15][CH2:14][CH2:13]3)=[N:10][N:11]=2)[CH2:16][NH:3]1 |f:2.3|. The reactants are C=O (formaldehyde), CN(N)C(=O)NC=1SC(=NN1)C1CCC1 (2-Methyl-4-(5-cyclobutyl-1,3,4-thiadiazol-2-yl)-semicarbazide), [OH-].[K+] (potassium hydroxide). The product is CN1NCN(C1=O)C=1SC(=NN1)C1CCC1 (2-methyl-4-(5-cyclobutyl-1,3,4-thiadiazol-2-yl)-1,2,4-triazolidin-3-one). Reported procedure: 2-Methyl-4-(5-cyclobutyl-1,3,4-thiadiazol-2-yl)-semicarbazide (0.1 mole) dissolved in methanol (100 ml) is charged into a glass reaction vessel equipped with a mechanical stirrer and thermometer. Aqueous formaldehyde (0.2 mole; 37% concentration) is then added to the reaction vessel with stirring. Dilute aqueous potassium hydroxide is added to the reaction mixture to adjust the pH to between 7 and 8 and stirring is continued for a period of about 20 minutes resulting in the formation of a solid ... Reaction conditions: time 20 minute. The solvent is CO (methanol). Starting materials: COc1ccc(NS(=O)(=O)c2cccc(OC(F)F)c2)cc1N1CCCN(C(=O)OC(C)(C)C)CC1, CCOCC, ClCCl, Cl. Product: Cl, COc1ccc(NS(=O)(=O)c2cccc(OC(F)F)c2)cc1N1CCCNCC1. As a reaction SMILES: [C:1]([O:2][C:3](=[O:4])[N:8]1[CH2:9][CH2:10][N:11]([c:15]2[c:16]([O:35][CH3:36])[cH:17][cH:18][c:19]([NH:21][S:22](=[O:23])(=[O:24])[c:25]3[cH:26][c:27]([O:31][CH:32]([F:33])[F:34])[cH:28][cH:29][cH:30]3)[cH:20]2)[CH2:12][CH2:13][CH2:14]1)([CH3:5])([CH3:6])[CH3:7].[CH3:41][CH2:42][O:43][CH2:44][CH3:45].[Cl:38][CH2:39][Cl:40].[ClH:37]>>[ClH:37].[NH:8]1[CH2:9][CH2:10][N:11]([c:15]2[c:16]([O:35][CH3:36])[cH:17][cH:18][c:19]([NH:21][S:22](=[O:23])(=[O:24])[c:25]3[cH:26][c:27]([O:31][CH:32]([F:33])[F:34])[cH:28][cH:29][cH:30]3)[cH:20]2)[CH2:12][CH2:13][CH2:14]1. Reactants: C(C)(C)(C)OC(NCC=1N(C(C2=CC=C(C=C2C1C1=CC=C(C=C1)Cl)O)=O)CC(C)C)=O (tert-butyl[4-(4-chlorophenyl)-6-hydroxy-2-isobutyl-1-oxo-1,2-dihydro-3-isoquinolinyl]methylcarbamate), [H-].[Na+] (sodium hydride), O (water), ICC(=O)N (2-iodoacetamide). Procedure: To a solution of tert-butyl[4-(4-chlorophenyl)-6-hydroxy-2-isobutyl-1-oxo-1,2-dihydro-3-isoquinolinyl]methylcarbamate (0.45 g, 1 mmol) in N,N-dimethylformamide (10 ml) was added sodium hydride (48 mg, 1.2 mmol) (60% in oil) at 0° C., and the mixture was stirred at 0° C. for 10 min. To the obtained mixture was added 2-iodoacetamide (0.22 g, 1.2 mmol) and the mixture was stirred at 0° C. for 2 h. The reaction mixture was poured into water and extracted with ethyl acetate. After washing the extract... As a reaction SMILES: [C:1]([O:5][C:6](=[O:32])[NH:7][CH2:8][C:9]1[N:10]([CH2:28][CH:29]([CH3:31])[CH3:30])[C:11](=[O:27])[C:12]2[C:17]([C:18]=1[C:19]1[CH:24]=[CH:23][C:22]([Cl:25])=[CH:21][CH:20]=1)=[CH:16][C:15]([OH:26])=[CH:14][CH:13]=2)([CH3:4])([CH3:3])[CH3:2].[H-].[Na+].I[CH2:36][C:37]([NH2:39])=[O:38].O>CN(C)C=O>[C:1]([O:5][C:6](=[O:32])[NH:7][CH2:8][C:9]1[N:10]([CH2:28][CH:29]([CH3:30])[CH3:31])[C:11](=[O:27])[C:12]2[C:17]([C:18]=1[C:19]1[CH:20]=[CH:21][C:22]([Cl:25])=[CH:23][CH:24]=1)=[CH:16][C:15]([O:26][CH2:36][C:37]([NH2:39])=[O:38])=[CH:14][CH:13]=2)([CH3:4])([CH3:3])[CH3:2] |f:1.2|. The product is C(C)(C)(C)OC(NCC=1N(C(C2=CC=C(C=C2C1C1=CC=C(C=C1)Cl)OCC(=O)N)=O)CC(C)C)=O (tert-butyl[6-(2-amino-2-oxoethoxy)-4-(4-chlorophenyl)-2-isobutyl-1-oxo-1,2-dihydro-3-isoquinolinyl]methylcarbamate). Run in CN(C=O)C (N,N-dimethylformamide). Reaction conditions: temperature 0 celsius, time 10 minute. The yield is 52.5%. The reactants are BrC1=C(C=CC=C1)O (2-bromophenol), C=O (paraformaldehyde), C(C)(C)O (isopropanol), C(C)(C)(C)N (tert-butylamine). Conditions: temperature 68.5 celsius, time 1.5 hour. The product is BrC1=CC=CC=2CN(COC21)C(C)(C)C (8-bromo-3-(tert-butyl)-3,4-dihydro-2H-benzo[e][1,3]oxazine). Reaction SMILES: [Br:1][C:2]1[CH:7]=[CH:6][CH:5]=[CH:4][C:3]=1O.[CH2:9]=[O:10].[C:11]([NH2:15])([CH3:14])([CH3:13])[CH3:12].[CH:16](O)(C)C>>[Br:1][C:2]1[C:7]2[O:10][CH2:9][N:15]([C:11]([CH3:14])([CH3:13])[CH3:12])[CH2:16][C:6]=2[CH:5]=[CH:4][CH:3]=1. Procedure details: To a mixture of 2-bromophenol (10.0 g, 57.8 mmol, 1.0 equiv), paraformaldehyde (8.67 g, 5 equiv) in isopropanol (80 mL) was added tert-butylamine (21.1 g, 5 equiv) dropwise. The resulting reaction mixture was stirred at 67-70° C. under nitrogen for 1.5 hours. The reaction mixture was then cooled to room temperature and concentrated under reduced pressure to give a yellow oil. The yellow oil was purified by column chromatography to give 8-bromo-3-(tert-butyl)-3,4-dihydro-2H-benzo[e][1,3]oxazine (... The reactants are ClC1=CC=C(S1)C(=O)NCC1CN(C(O1)=O)C1=CC=C(C=C1)NS(=O)(=O)CCCCl (5-chloro-N-{[3-(4-{[(3-chloropropyl)sulphonyl]amino}phenyl)-2-oxo-1,3-oxazolidin-5-yl]methyl}-2-thiophene-carboxamide), C([O-])([O-])=O.[K+].[K+] (potassium carbonate). The solvent is CN(C)C=O (DMF), ClCCl (dichloromethane). Reaction conditions: temperature 100 celsius. The product is ClC1=CC=C(S1)C(=O)NCC1CN(C(O1)=O)C1=CC=C(C=C1)N1S(CCC1)(=O)=O (5-Chloro-N-({3-[4-(1,1-dioxido-2-isothiazolidinyl)phenyl]-2-oxo-1,3-oxazolidin-5-yl}methyl)-2-thiophenecarboxamide). Reaction SMILES: [Cl:1][C:2]1[S:6][C:5]([C:7]([NH:9][CH2:10][CH:11]2[O:15][C:14](=[O:16])[N:13]([C:17]3[CH:22]=[CH:21][C:20]([NH:23][S:24]([CH2:27][CH2:28][CH2:29]Cl)(=[O:26])=[O:25])=[CH:19][CH:18]=3)[CH2:12]2)=[O:8])=[CH:4][CH:3]=1.C(=O)([O-])[O-].[K+].[K+]>CN(C=O)C.ClCCl>[Cl:1][C:2]1[S:6][C:5]([C:7]([NH:9][CH2:10][CH:11]2[O:15][C:14](=[O:16])[N:13]([C:17]3[CH:22]=[CH:21][C:20]([N:23]4[CH2:29][CH2:28][CH2:27][S:24]4(=[O:26])=[O:25])=[CH:19][CH:18]=3)[CH2:12]2)=[O:8])=[CH:4][CH:3]=1 |f:1.2.3|. Reported procedure: A mixture of 13.5 mg (0.027 mmol) of 5-chloro-N-{[3-(4-{[(3-chloropropyl)sulphonyl]amino}phenyl)-2-oxo-1,3-oxazolidin-5-yl]methyl}-2-thiophene-carboxamide (from Example 159) and 7.6 mg (0.055 mmol) of potassium carbonate in 0.2 ml of DMF is heated at 100° C. for 2 h. After cooling, the mixture is diluted with dichloromethane and washed with water. The organic phase is dried and concentrated. The residue is purified by preparative thin-layer chromatography (silica gel, dichloromethane/methanol, 9... Reactants: NC1=C(C(=O)O)C=C(C=C1C)I (2-amino-5-iodo-3-methylbenzoic acid), [Cu](C#N)C#N (copper cyanide). Solvent: CN(C=O)C (N,N-dimethylformamide). Conditions: temperature 150 celsius, time 9 hour. The product is NC1=C(C(=O)O)C=C(C=C1C)C#N (2-amino-5-cyano-3-methylbenzoic acid). Isolated yield 62.9%. RXN SMILES: [NH2:1][C:2]1[C:10]([CH3:11])=[CH:9][C:8](I)=[CH:7][C:3]=1[C:4]([OH:6])=[O:5].[Cu](C#N)[C:14]#[N:15]>CN(C)C=O>[NH2:1][C:2]1[C:10]([CH3:11])=[CH:9][C:8]([C:14]#[N:15])=[CH:7][C:3]=1[C:4]([OH:6])=[O:5]. Procedure: A mixture of 1.0 g of 2-amino-5-iodo-3-methylbenzoic acid, 0.45 g of copper cyanide and 10 ml of N,N-dimethylformamide was stirred at 150° C. for 9 hours. The reaction mixture was concentrated under reduced pressure. Into the residue, 20 ml of water and 2 ml of ethylenediamine were poured, and the mixture was stirred at room temperature for 1 hour. After the reaction mixture was filtered, the filtrate was adjusted to around pH 5 by an addition of concentrated hydrochloric acid, and then extracte... Reactants: B, ClCCl, CNC(=O)CCCON=Cc1cc(C(=O)NOCCO)c(Nc2ccc(I)cc2F)c(F)c1F, O=C(O)C(Cl)Cl, c1ccncc1. The product is O=C(NOCCO)c1cc(CN2OCCCC2=O)c(F)c(F)c1Nc1ccc(I)cc1F. As a reaction SMILES: [BH3:41].[CH2:48]([Cl:49])[Cl:50].[F:1][c:2]1[c:3]([NH:26][c:27]2[c:28]([F:34])[cH:29][c:30]([I:33])[cH:31][cH:32]2)[c:4]([C:5](=[O:6])[NH:7][O:8][CH2:9][CH2:10][OH:11])[cH:12][c:13]([CH:16]=[N:17][O:18][CH2:19][CH2:20][CH2:21][C:22]([NH:23][CH3:24])=[O:25])[c:14]1[F:15].[OH:42][C:43]([CH:44]([Cl:45])[Cl:46])=[O:47].[n:35]1[cH:36][cH:37][cH:38][cH:39][cH:40]1>>[F:1][c:2]1[c:3]([NH:26][c:27]2[c:28]([F:34])[cH:29][c:30]([I:33])[cH:31][cH:32]2)[c:4]([C:5](=[O:6])[NH:7][O:8][CH2:9][CH2:10][OH:11])[cH:12][c:13]([CH2:16][N:17]2[O:18][CH2:19][CH2:20][CH2:21][C:22]2=[O:25])[c:14]1[F:15]. Starting materials: N1=CC=C(C=C1)CCC=1OC=CC1 (1-(pyridin-4-yl)-2-(furan-2-yl)ethane), C(C1=CC=CC=C1)Br (benzyl bromide), [BH4-].[Na+] (sodium borohydride). Run in C(C)O (ethanol), CN(C=O)C (dimethylformamide). Conditions: time 1 hour. The product is C(C1=CC=CC=C1)N1CCC(=CC1)CCC=1OC=CC1 (1-Benzyl-4-(2-[furan-2-yl]ethyl)-1,2,3,6-tetrahydropyridine). Isolated yield 74.2%. As a reaction SMILES: [N:1]1[CH:6]=[CH:5][C:4]([CH2:7][CH2:8][C:9]2[O:10][CH:11]=[CH:12][CH:13]=2)=[CH:3][CH:2]=1.[CH2:14](Br)[C:15]1[CH:20]=[CH:19][CH:18]=[CH:17][CH:16]=1.[BH4-].[Na+]>CN(C)C=O.C(O)C>[CH2:14]([N:1]1[CH2:6][CH:5]=[C:4]([CH2:7][CH2:8][C:9]2[O:10][CH:11]=[CH:12][CH:13]=2)[CH2:3][CH2:2]1)[C:15]1[CH:20]=[CH:19][CH:18]=[CH:17][CH:16]=1 |f:2.3|. Reported procedure: A solution of 1-(pyridin-4-yl)-2-(furan-2-yl)ethane (2 g, 11.6 mmol) in anhydrous dimethylformamide (5 ml) was treated with benzyl bromide (1.5 ml, 12.7 mmol) and the reaction stirred at room temperature for one hour. The reaction was diluted with ethanol (50 ml), treated with sodium borohydride (0.55 g, 14.5 mmol) and heated at reflux for one hour. The solvent was evaporated and the residue partitioned between ethyl acetate and water. The organic was separated, dried (Na2SO4) and evaporated to ...